From a dataset of the Open Reaction Database (ORD), a public repository of structured organic reaction records. describe an organic reaction: reactants, conditions, products, and yield The reactants are CCN(C(C)C)C(C)C (DIEA), N1=CN(C2=NC=CC=C21)CC2=CC1=C(N=C(S1)S(=O)C)C=C2 (6-((3H-imidazo[4,5-b]pyridin-3-yl)methyl)-2-(methylsulfinyl)benzo[d]thiazole), N1=CN(C2=NC=CC=C21)CC2=CC1=C(N=C(S1)S(=O)(=O)C)C=C2 (6-((3H-imidazo[4,5-b]pyridin-3-yl)methyl)-2-(methylsulfonyl)benzo[d]thiazole), NCC1(CCCCC1)CO ((1-(aminomethyl)cyclohexyl)methanol). The solvent is CC(=O)N(C)C (DMA). Run at temperature 125 celsius, time 15 hour. The product is N1=CN(C2=NC=CC=C21)CC2=CC1=C(N=C(S1)NCC1(CCCCC1)O)C=C2 (1-(((6-((3H-imidazo[4,5-b]pyridin-3-yl)methyl)benzo[d]thiazol-2-yl)amino)methyl)cyclohexanol). RXN SMILES: [N:1]1[C:9]2[C:4](=[N:5][CH:6]=[CH:7][CH:8]=2)[N:3]([CH2:10][C:11]2[CH:22]=[CH:21][C:14]3[N:15]=[C:16](S(C)=O)[S:17][C:13]=3[CH:12]=2)[CH:2]=1.N1C2C(=NC=CC=2)[N:25]([CH2:32][C:33]2[CH:45]=[CH:44][C:36]3N=C(S(C)(=O)=O)S[C:35]=3[CH:34]=2)C=1.NCC1(C[OH:55])CCCCC1.CCN(C(C)C)C(C)C>CC(N(C)C)=O>[N:1]1[C:9]2[C:4](=[N:5][CH:6]=[CH:7][CH:8]=2)[N:3]([CH2:10][C:11]2[CH:22]=[CH:21][C:14]3[N:15]=[C:16]([NH:25][CH2:32][C:33]4([OH:55])[CH2:45][CH2:44][CH2:36][CH2:35][CH2:34]4)[S:17][C:13]=3[CH:12]=2)[CH:2]=1. Procedure: A 4:1 mixture of 6-((3H-imidazo[4,5-b]pyridin-3-yl)methyl)-2-(methylsulfinyl)benzo[d]thiazole and 6-((3H-imidazo[4,5-b]pyridin-3-yl)methyl)-2-(methylsulfonyl)benzo[d]thiazole (80 mg) from Step 2 of Example 63 was dissolved in anhydrous DMA (2 mL), and (1-(aminomethyl)cyclohexyl)methanol (175 mg, 1.22 mmol) from Step 1 of this Example and DIEA (157 mg, 1.22 mmol) were added. The reaction vessel was sealed and the mixture was heated with stirring at 125° C. for 15 h. After cooling to rt, the mixtu...